Dataset: the Open Reaction Database (ORD), a public repository of structured organic reaction records. Task: describe an organic reaction: reactants, conditions, products, and yield Product: Cc1ccc2nnc(Sc3ccc4ncc(Br)cc4c3)n2n1. Starting materials: O=S(=O)(Oc1ccc2ncc(Br)cc2c1)C(F)(F)F, Cc1ccc2nnc(S)n2n1, CCN(C(C)C)C(C)C, CN(C)C=O, O=C(C=Cc1ccccc1)C=Cc1ccccc1, O=C(C=Cc1ccccc1)C=Cc1ccccc1, O=C(C=Cc1ccccc1)C=Cc1ccccc1, [Pd], [Pd]. As a reaction SMILES: [Br:1][c:2]1[cH:3][n:4][c:5]2[cH:6][cH:7][c:8]([O:12][S:13]([C:14]([F:15])([F:16])[F:17])(=[O:18])=[O:19])[cH:9][c:10]2[cH:11]1.[CH3:29][c:30]1[cH:31][cH:32][c:33]2[n:34]([n:35]1)[c:36]([SH:39])[n:37][n:38]2.[CH:20]([N:21]([CH:22]([CH3:23])[CH3:24])[CH2:25][CH3:26])([CH3:27])[CH3:28].[O:40]=[CH:41][N:42]([CH3:43])[CH3:44].[O:47]=[C:48]([CH:49]=[CH:50][c:51]1[cH:52][cH:53][cH:54][cH:55][cH:56]1)[CH:57]=[CH:58][c:59]1[cH:60][cH:61][cH:62][cH:63][cH:64]1.[O:65]=[C:66]([CH:67]=[CH:68][c:69]1[cH:70][cH:71][cH:72][cH:73][cH:74]1)[CH:75]=[CH:76][c:77]1[cH:78][cH:79][cH:80][cH:81][cH:82]1.[O:83]=[C:84]([CH:85]=[CH:86][c:87]1[cH:88][cH:89][cH:90][cH:91][cH:92]1)[CH:93]=[CH:94][c:95]1[cH:96][cH:97][cH:98][cH:99][cH:100]1.[Pd:45].[Pd:46]>>[Br:1][c:2]1[cH:3][n:4][c:5]2[cH:6][cH:7][c:8]([S:39][c:36]3[n:34]4[c:33]([cH:32][cH:31][c:30]([CH3:29])[n:35]4)[n:38][n:37]3)[cH:9][c:10]2[cH:11]1. Reactants: FC(C(=O)O)(F)F.CON=C1CCC2=CC(=CC=C12)C=1C=C(OC1C1=CC=NC=C1)C(=O)O (4-(1-Methoxyimino-indan-5-yl)-5-pyridin-4-yl-furan-2-carboxylic acid trifluoroacetic acid salt), O1CCOCC1 (dioxane), Cl (hydrochloric acid). Solvent: CC(=O)C (acetone), CC(=O)C (acetone). Run at time 90 minute. Product: Cl.O=C1CCC2=CC(=CC=C12)C=1C=C(OC1C1=CC=NC=C1)C(=O)O (4-(1-Oxo-indan-5-yl)-5-pyridin-4-yl-furan-2-carboxylic acid hydrochloride salt). RXN SMILES: FC(F)(F)C(O)=[O:4].CON=[C:11]1[C:19]2[C:14](=[CH:15][C:16]([C:20]3[CH:21]=[C:22]([C:31]([OH:33])=[O:32])[O:23][C:24]=3[C:25]3[CH:30]=[CH:29][N:28]=[CH:27][CH:26]=3)=[CH:17][CH:18]=2)[CH2:13][CH2:12]1.O1CCOCC1.[ClH:40]>CC(C)=O>[ClH:40].[O:4]=[C:11]1[C:19]2[C:14](=[CH:15][C:16]([C:20]3[CH:21]=[C:22]([C:31]([OH:33])=[O:32])[O:23][C:24]=3[C:25]3[CH:26]=[CH:27][N:28]=[CH:29][CH:30]=3)=[CH:17][CH:18]=2)[CH2:13][CH2:12]1 |f:0.1,5.6|. Procedure details: The product from Step 3 (5.46 g, 11.7 mmol) was suspended in 5M hydrochloric acid (50 ml), dioxane (50 ml) and acetone (10 ml). The suspension was heated to reflux for 30 minutes, whereupon the suspended solids dissolved. The heating was continued for a further 90 minutes before the mixture was cooled, diluted with acetone (100 ml) and evaporated in vacuo to a wet solid. The solid was dried by repeatedly (×3) suspending in toluene and evaporating to dryness. Reactants: NC(CCCN(C(OC(C)(C)C)=O)[C@@H](C)C1=CC=C(C=C1)Br)C1=CC=CC=C1 (tert-butyl 4-amino-4-phenylbutyl((1S)-1-(4-bromophenyl)ethyl)carbamate), Cl (HCl). Solvent: C(Cl)Cl (CH2Cl2), O1CCOCC1 (dioxane). Run at time 1 hour. Yields the product Cl.Cl.BrC1=CC=C(C=C1)[C@H](C)NCCCC(N)C1=CC=CC=C1 (N1-((1S)-1-(4-bromophenyl)ethyl)-4-phenylbutane-1,4-diamine dihydrochloride). Isolated yield 96.0%. As a reaction SMILES: [NH2:1][CH:2]([C:23]1[CH:28]=[CH:27][CH:26]=[CH:25][CH:24]=1)[CH2:3][CH2:4][CH2:5][N:6]([C@H:14]([C:16]1[CH:21]=[CH:20][C:19]([Br:22])=[CH:18][CH:17]=1)[CH3:15])C(=O)OC(C)(C)C.[ClH:29]>C(Cl)Cl.O1CCOCC1>[ClH:29].[ClH:29].[Br:22][C:19]1[CH:18]=[CH:17][C:16]([C@@H:14]([NH:6][CH2:5][CH2:4][CH2:3][CH:2]([C:23]2[CH:24]=[CH:25][CH:26]=[CH:27][CH:28]=2)[NH2:1])[CH3:15])=[CH:21][CH:20]=1 |f:4.5.6|. Reported procedure: To a stirred solution of tert-butyl 4-amino-4-phenylbutyl((1S)-1-(4-bromophenyl)ethyl)carbamate (179 mg, 0.40 mmol) in CH2Cl2 (5 mL) at rt was added 4 M HCl in dioxane (5 mL). The mixture was stirred for 1 h and concentrated to afford N1-((1S)-1-(4-bromophenyl)ethyl)-4-phenylbutane-1,4-diamine dihydrochloride (162 mg, 96%). LC-MS Method 1 tR=0.92 min, m/z=349, 347. The reactants are CCN=C=O, Cc1ccccc1, O=c1[nH]c(-c2ccccc2)cn1S(=O)(=O)c1ccc2c(c1)CCN2. The product is CCNC(=O)N1CCc2cc(S(=O)(=O)n3cc(-c4ccccc4)[nH]c3=O)ccc21. Reaction SMILES: [CH2:25]([CH3:26])[N:27]=[C:28]=[O:29].[CH3:30][c:31]1[cH:32][cH:33][cH:34][cH:35][cH:36]1.[c:1]1(-[c:7]2[nH:8][c:9](=[O:24])[n:10]([S:12](=[O:13])(=[O:14])[c:15]3[cH:16][c:17]4[c:21]([cH:22][cH:23]3)[NH:20][CH2:19][CH2:18]4)[cH:11]2)[cH:2][cH:3][cH:4][cH:5][cH:6]1>>[c:1]1(-[c:7]2[nH:8][c:9](=[O:24])[n:10]([S:12](=[O:13])(=[O:14])[c:15]3[cH:16][c:17]4[c:21]([cH:22][cH:23]3)[N:20]([C:28]([NH:27][CH2:25][CH3:26])=[O:29])[CH2:19][CH2:18]4)[cH:11]2)[cH:2][cH:3][cH:4][cH:5][cH:6]1. Starting materials: CC(C)(C)OC(=O)N1CC(O[Si](C)(C)C(C)(C)C)CC1CO, CCOC(C)=O, CI, [H-], [Na+], C1CCOC1, O. Product: COCC1CC(O[Si](C)(C)C(C)(C)C)CN1C(=O)OC(C)(C)C. Reaction SMILES: [C:5]([CH3:6])([CH3:7])([CH3:8])[Si:9]([O:10][CH:11]1[CH2:12][CH:13]([CH2:23][OH:24])[N:14]([C:16](=[O:17])[O:18][C:19]([CH3:20])([CH3:21])[CH3:22])[CH2:15]1)([CH3:25])[CH3:26].[CH3:33][CH2:34][O:35][C:36](=[O:37])[CH3:38].[CH3:3][I:4].[H-:1].[Na+:2].[O:28]1[CH2:29][CH2:30][CH2:31][CH2:32]1.[OH2:27]>>[CH3:3][O:24][CH2:23][CH:13]1[CH2:12][CH:11]([O:10][Si:9]([C:5]([CH3:6])([CH3:7])[CH3:8])([CH3:25])[CH3:26])[CH2:15][N:14]1[C:16](=[O:17])[O:18][C:19]([CH3:20])([CH3:21])[CH3:22]. Starting materials: NC1=C(C=C(C=C1)N1CCN(CCC1)C(=O)OC(C)(C)C)NS(=O)(=O)C1=CC=CC=C1 (N-{2-amino-5-(4-t-butyloxycarbonyl-1,4-diazepan-1-yl)-phenyl}benzenesulfonamide), C(C)S(=O)(=O)Cl (ethanesulfonyl chloride). Yields the product Cl.N1(CCNCCC1)C=1C=CC(=C(C1)NS(=O)(=O)C1=CC=CC=C1)NS(=O)(=O)CC (N-{5-(1,4-diazepan-1-yl)-2-[(ethylsulfonyl)amino]phenyl}benzenesulfonamide hydrochloride), light purple solid. Reaction SMILES: [NH2:1][C:2]1[CH:7]=[CH:6][C:5]([N:8]2[CH2:14][CH2:13][CH2:12][N:11](C(OC(C)(C)C)=O)[CH2:10][CH2:9]2)=[CH:4][C:3]=1[NH:22][S:23]([C:26]1[CH:31]=[CH:30][CH:29]=[CH:28][CH:27]=1)(=[O:25])=[O:24].[CH2:32]([S:34]([Cl:37])(=[O:36])=[O:35])[CH3:33]>>[ClH:37].[N:8]1([C:5]2[CH:6]=[CH:7][C:2]([NH:1][S:34]([CH2:32][CH3:33])(=[O:36])=[O:35])=[C:3]([NH:22][S:23]([C:26]3[CH:27]=[CH:28][CH:29]=[CH:30][CH:31]=3)(=[O:24])=[O:25])[CH:4]=2)[CH2:14][CH2:13][CH2:12][NH:11][CH2:10][CH2:9]1 |f:2.3|. Procedure details: N-{5-(1,4-diazepan-1-yl)-2-[(ethylsulfonyl)amino]phenyl}benzenesulfonamide hydrochloride was synthesized from N-{2-amino-5-(4-t-butyloxycarbonyl-1,4-diazepan-1-yl)-phenyl}benzenesulfonamide (0.085 g, 0.19 mmol) and ethanesulfonyl chloride (0.032 μL, 0.25 mmol) to give 29.1 mg of a light purple solid; Anal. (C24H27ClN4O3S×0.75H2O) C, H, N, S.; M+ 439.4 Calcd 439.14. Reactants: CC(=O)O, CC[Si](CC)(CC)OC(C)(C)Cn1ccc(NC(=O)C(CC2CCCC2)c2ccc(S(C)(=O)=O)c(Cl)c2)n1, C1CCOC1, O. Yields the product CC(C)(O)Cn1ccc(NC(=O)C(CC2CCCC2)c2ccc(S(C)(=O)=O)c(Cl)c2)n1. As a reaction SMILES: [CH3:44][C:45](=[O:46])[OH:47].[Cl:1][c:2]1[cH:3][c:4]([CH:12]([C:13](=[O:14])[NH:15][c:16]2[n:17][n:18]([CH2:21][C:22]([CH3:23])([O:24][Si:25]([CH2:26][CH3:27])([CH2:28][CH3:29])[CH2:30][CH3:31])[CH3:32])[cH:19][cH:20]2)[CH2:33][CH:34]2[CH2:35][CH2:36][CH2:37][CH2:38]2)[cH:5][cH:6][c:7]1[S:8](=[O:9])(=[O:10])[CH3:11].[O:39]1[CH2:40][CH2:41][CH2:42][CH2:43]1.[OH2:48]>>[Cl:1][c:2]1[cH:3][c:4]([CH:12]([C:13](=[O:14])[NH:15][c:16]2[n:17][n:18]([CH2:21][C:22]([CH3:23])([OH:24])[CH3:32])[cH:19][cH:20]2)[CH2:33][CH:34]2[CH2:35][CH2:36][CH2:37][CH2:38]2)[cH:5][cH:6][c:7]1[S:8](=[O:9])(=[O:10])[CH3:11]. Reactants: Cl.CON (methoxy-amine hydro-chloride), C([O-])([O-])=O.[K+].[K+] (potassium carbonate), CC1N(N=C(C2=C(C1)C=C1C(=C2)OCO1)C1=CC(=C(C=C1)[N+](=O)[O-])C)C(=O)O.[N-]1C=NC=C1 ((±)-7,8-dihydro-8-methyl-5-(3-methyl-4-nitro-phenyl)-9H-1,3-dioxolo[4,5-h][2,3]benzodiazepine-7-carboxylic acid imidazolide). The solvent is CN(C=O)C (dimethyl formamide). Conditions: time 16 hour. Product: CC1N(N=C(C2=C(C1)C=C1C(=C2)OCO1)C1=CC(=C(C=C1)[N+](=O)[O-])C)C(NOC)=O ((±)-7.8-dihydro-8-methyl-5-(3-methyl-4-nitro-phenyl)-7-(N-methoxy-carbamoyl)-9H-1,3-dioxolo[4,5-h][2,3]benzodiazepine). Isolated yield 77.1%. RXN SMILES: Cl.[CH3:2][O:3][NH2:4].C(=O)([O-])[O-].[K+].[K+].[CH3:11][CH:12]1[CH2:18][C:17]2[CH:19]=[C:20]3[O:25][CH2:24][O:23][C:21]3=[CH:22][C:16]=2[C:15]([C:26]2[CH:31]=[CH:30][C:29]([N+:32]([O-:34])=[O:33])=[C:28]([CH3:35])[CH:27]=2)=[N:14][N:13]1[C:36](O)=[O:37].[N-]1C=CN=C1>CN(C)C=O>[CH3:11][CH:12]1[CH2:18][C:17]2[CH:19]=[C:20]3[O:25][CH2:24][O:23][C:21]3=[CH:22][C:16]=2[C:15]([C:26]2[CH:31]=[CH:30][C:29]([N+:32]([O-:34])=[O:33])=[C:28]([CH3:35])[CH:27]=2)=[N:14][N:13]1[C:36](=[O:37])[NH:4][O:3][CH3:2] |f:0.1,2.3.4,5.6|. Procedure: 2.03 g (25.0 millimoles) of methoxy-amine hydro-chloride and 3.45 g (25.0 millimoles) of potassium carbonate are stirred in 75 ml of anhydrous dimethyl formamide for half an hour whereupon 2.17 g (5.0 millimoles) of (±)-7,8-dihydro-8-methyl-5-(3-methyl-4-nitro-phenyl)-9H-1,3-dioxolo[4,5-h][2,3]benzodiazepine-7-carboxylic acid-imidazolide are added. The reaction mixture is stirred for 16 hours, whereupon the solvent is evaporated at a pressure of 55 Pa. The residue is suspended in 100 ml of water... Reactants: ClC=1C=CC(=NC1)NC(C1=C(C(=CC=C1)O)NC(C1=CC=C(C=C1)C=1C(N(C=CC1)CCN1CCNCC1)=O)=O)=O (N-(5-chloropyridin-2-yl)-3-hydroxy-2-({4-[2-oxo-1-(2-piperazin-1-ylethyl)-1,2-dihydropyridin-3-yl]benzoyl}amino)benzamide), CS(=O)(=O)Cl (methanesulfonyl chloride). Run in N1=CC=CC=C1 (pyridine). Run at time 4 hour. Yields the product Cl.ClC=1C=CC(=NC1)NC(C1=C(C(=CC=C1)O)NC(C1=CC=C(C=C1)C=1C(N(C=CC1)CCN1CCN(CC1)S(=O)(=O)C)=O)=O)=O (N-(5-chloropyridin-2-yl)-3-hydroxy-2-{[4-(1-{2-[4-(methylsulfonyl)piperazin-1-yl]ethyl}-2-oxo-1,2-dihydropyridin-3-yl)benzoyl]amino}benzamide hydrochloride). RXN SMILES: [Cl:1][C:2]1[CH:3]=[CH:4][C:5]([NH:8][C:9](=[O:41])[C:10]2[CH:15]=[CH:14][CH:13]=[C:12]([OH:16])[C:11]=2[NH:17][C:18](=[O:40])[C:19]2[CH:24]=[CH:23][C:22]([C:25]3[C:26](=[O:39])[N:27]([CH2:31][CH2:32][N:33]4[CH2:38][CH2:37][NH:36][CH2:35][CH2:34]4)[CH:28]=[CH:29][CH:30]=3)=[CH:21][CH:20]=2)=[N:6][CH:7]=1.[CH3:42][S:43](Cl)(=[O:45])=[O:44]>N1C=CC=CC=1>[ClH:1].[Cl:1][C:2]1[CH:3]=[CH:4][C:5]([NH:8][C:9](=[O:41])[C:10]2[CH:15]=[CH:14][CH:13]=[C:12]([OH:16])[C:11]=2[NH:17][C:18](=[O:40])[C:19]2[CH:24]=[CH:23][C:22]([C:25]3[C:26](=[O:39])[N:27]([CH2:31][CH2:32][N:33]4[CH2:34][CH2:35][N:36]([S:43]([CH3:42])(=[O:45])=[O:44])[CH2:37][CH2:38]4)[CH:28]=[CH:29][CH:30]=3)=[CH:21][CH:20]=2)=[N:6][CH:7]=1 |f:3.4|. Procedure: N-(5-chloropyridin-2-yl)-3-hydroxy-2-({4-[2-oxo-1-(2-piperazin-1-ylethyl)-1,2-dihydropyridin-3-yl]benzoyl}amino)benzamide (130 mg) was dissolved in pyridine (5 mL), and with cooling with ice, methanesulfonyl chloride (51 μL) was added, followed by stifling at room temperature for 4 hours. The reaction mixture was concentrated under reduced pressure, then azeotroped with toluene. An aqueous saturated sodium hydrogencarbonate solution was added to the residue, followed by extraction with chlorofor...